Dataset: the Open Reaction Database (ORD), a public repository of structured organic reaction records. Task: describe an organic reaction: reactants, conditions, products, and yield Reactants: N1C=NC2=C1C=CC(=C2)N2C(C=C(C2C2=C(C(=CC(=C2)F)F)F)O)=O (1-(1H-benzo[d]imidazol-5-yl)-4-hydroxy-5-(2,3,5-trifluorophenyl)-1H-pyrrol-2(5H)-one), C1(CCCCC1)N (cyclohexylamine). Product: N1C=NC2=C1C=CC(=C2)N2C(C=C(C2C2=C(C(=CC(=C2)F)F)F)NC2CCCCC2)=O (1-(1H-Benzo[d]imidazol-5-yl)-4-(cyclohexylamino)-5-(2,3,5-trifluorophenyl)-1H-pyrrol-2(5H)-one). As a reaction SMILES: [NH:1]1[C:5]2[CH:6]=[CH:7][C:8]([N:10]3[CH:14]([C:15]4[CH:20]=[C:19]([F:21])[CH:18]=[C:17]([F:22])[C:16]=4[F:23])[C:13](O)=[CH:12][C:11]3=[O:25])=[CH:9][C:4]=2[N:3]=[CH:2]1.[CH:26]1([NH2:32])[CH2:31][CH2:30][CH2:29][CH2:28][CH2:27]1>>[NH:1]1[C:5]2[CH:6]=[CH:7][C:8]([N:10]3[CH:14]([C:15]4[CH:20]=[C:19]([F:21])[CH:18]=[C:17]([F:22])[C:16]=4[F:23])[C:13]([NH:32][CH:26]4[CH2:31][CH2:30][CH2:29][CH2:28][CH2:27]4)=[CH:12][C:11]3=[O:25])=[CH:9][C:4]=2[N:3]=[CH:2]1. Reported procedure: The compound was synthesized starting from 1-(1H-benzo[d]imidazol-5-yl)-4-hydroxy-5-(2,3,5-trifluorophenyl)-1H-pyrrol-2(5H)-one (0.115 g, 0.3 mmol) and cyclohexylamine (0.48 ml, 4.2 mmol) according to method 7 described above. The reactants are C1(=CC=C(C=C1)S(=O)(=O)[O-])C.[NH+]1=CC=CC=C1 (pyridinium p-toluene sulfonate), BrC1=C(N(C=C1)NC(CNC(OCC1=CC=CC=C1)=O)=O)C(NC1=CC=CC=C1)=O (benzyl (2-((3-bromo-2-(phenylcarbamoyl)-1H-pyrrol-1-yl)amino)-2-oxoethyl)carbamate), C(C)(=O)OCC (ethyl acetate). Run in C1(=CC=CC=C1)C (toluene). Run at temperature 120 celsius, time 3 day. Yields the product BrC=1C=CN2N=C(N(C(C21)=O)C2=CC=CC=C2)CCNC(OCC2=CC=CC=C2)=O (Benzyl ((5-bromo-4-oxo-3-phenyl-3,4-dihydropyrrolo[2,1-f][1,2,4]triazin-2-yl)ethyl)carbamate). Isolated yield 100.0%. Reaction SMILES: [Br:1][C:2]1[CH:6]=[CH:5][N:4]([NH:7][C:8](=O)[CH2:9]NC(=O)OCC2C=CC=CC=2)[C:3]=1[C:22](=[O:30])[NH:23][C:24]1[CH:29]=[CH:28][CH:27]=[CH:26][CH:25]=1.[C:31]1([CH3:41])[CH:36]=[CH:35][C:34](S([O-])(=O)=O)=[CH:33][CH:32]=1.[NH+:42]1C=CC=C[CH:43]=1.[C:48]([O:51]CC)(=[O:50])C>C1(C)C=CC=CC=1>[Br:1][C:2]1[CH:6]=[CH:5][N:4]2[C:3]=1[C:22](=[O:30])[N:23]([C:24]1[CH:25]=[CH:26][CH:27]=[CH:28][CH:29]=1)[C:8]([CH2:9][CH2:43][NH:42][C:48](=[O:50])[O:51][CH2:41][C:31]1[CH:36]=[CH:35][CH:34]=[CH:33][CH:32]=1)=[N:7]2 |f:1.2|. Reported procedure: To a solution of benzyl (2-((3-bromo-2-(phenylcarbamoyl)-1H-pyrrol-1-yl)amino)-2-oxoethyl)carbamate (7.81 g, purity 45%, 7.48 mmol) in toluene (80 ml) in a reactor equipped with a Dean-Stark destilator was added pyridinium p-toluene sulfonate (1.88 g, 7.48 g) and the reaction mixture was stirred at 120° C. for 3 days. The crude was diluted with ethyl acetate and washed with water and brine, dried over magnesium sulphate and the solvent was removed to give 7.39 g (100% yield) of the final product...